Dataset: the Open Reaction Database (ORD), a public repository of structured organic reaction records. Task: describe an organic reaction: reactants, conditions, products, and yield Reactants: Clc1ncnc2c1c(Br)nn2C1CCN(Cc2ccccc2)CC1, [NH4+], C1COCCO1, [OH-]. The product is Nc1ncnc2c1c(Br)nn2C1CCN(Cc2ccccc2)CC1. Reaction SMILES: [CH2:1]([c:2]1[cH:3][cH:4][cH:5][cH:6][cH:7]1)[N:8]1[CH2:9][CH2:10][CH:11]([n:14]2[n:15][c:16]([Br:24])[c:17]3[c:18]2[n:19][cH:20][n:21][c:22]3[Cl:23])[CH2:12][CH2:13]1.[NH4+:25].[O:27]1[CH2:28][CH2:29][O:30][CH2:31][CH2:32]1.[OH-:26]>>[CH2:1]([c:2]1[cH:3][cH:4][cH:5][cH:6][cH:7]1)[N:8]1[CH2:9][CH2:10][CH:11]([n:14]2[n:15][c:16]([Br:24])[c:17]3[c:18]2[n:19][cH:20][n:21][c:22]3[NH2:25])[CH2:12][CH2:13]1.